describe an organic reaction: reactants, conditions, products, and yield From a dataset of the Open Reaction Database (ORD), a public repository of structured organic reaction records. Starting materials: C(C)NCCC[S@@](=O)CCC (ethyl(3-(S*)-propylsulfinyl)propylamine), O1[C@H](C1)COC1=CC=C(C#N)C=C1 ((R)-4-(oxiranylmethoxy)-benzonitrile). The solvent is C(C)(C)O (isopropyl alcohol). Product: C(C)N(C[C@H](COC1=CC=C(C#N)C=C1)O)CCC[S@@](=O)CCC (4-[3-[ethyl[3-((S*)-propylsulfinyl)propyl]amino]-2(R)-hydroxypropoxy]-benzonitrile). Yield: 102.4%. RXN SMILES: [CH2:1]([NH:3][CH2:4][CH2:5][CH2:6][S@:7]([CH2:9][CH2:10][CH3:11])=[O:8])[CH3:2].[O:12]1[CH2:14][C@@H:13]1[CH2:15][O:16][C:17]1[CH:24]=[CH:23][C:20]([C:21]#[N:22])=[CH:19][CH:18]=1>C(O)(C)C>[CH2:1]([N:3]([CH2:4][CH2:5][CH2:6][S@:7]([CH2:9][CH2:10][CH3:11])=[O:8])[CH2:14][C@@H:13]([OH:12])[CH2:15][O:16][C:17]1[CH:24]=[CH:23][C:20]([C:21]#[N:22])=[CH:19][CH:18]=1)[CH3:2]. Reported procedure: A mixture of 3 g of ethyl(3-(S*)-propylsulfinyl)propylamine and 3.18 g of (R)-4-(oxiranylmethoxy)-benzonitrile was refluxed for 16 h in 25 ml of isopropyl alcohol. After evaporation of the solvent, the crude product was dissolved in 2M hydrochloric acid, washed with ether, the solution brought to pH 11.5 with 2M sodium hydroxide and extracted with dichloromethane. Evaporation of the organic phase gave 6.11 g of an oil. The reactants are O=C1CCC(=O)N1Br, Cc1c(Br)cccc1Br, O=C(OOC(=O)c1ccccc1)c1ccccc1, ClC(Cl)(Cl)Cl. The product is BrCc1c(Br)cccc1Br. Reaction SMILES: [Br:10][N:11]1[C:12](=[O:13])[CH2:14][CH2:15][C:16]1=[O:17].[Br:1][c:2]1[c:3]([CH3:9])[c:4]([Br:8])[cH:5][cH:6][cH:7]1.[C:18]([O:19][O:20][C:21](=[O:22])[c:23]1[cH:24][cH:25][cH:26][cH:27][cH:28]1)(=[O:29])[c:30]1[cH:31][cH:32][cH:33][cH:34][cH:35]1.[C:36]([Cl:37])([Cl:38])([Cl:39])[Cl:40]>>[Br:1][c:2]1[c:3]([CH2:9][Br:10])[c:4]([Br:8])[cH:5][cH:6][cH:7]1. The reagents and catalysts are C=1C=CC(=CC1)/C=C/C(=O)/C=C/C2=CC=CC=C2.C=1C=CC(=CC1)/C=C/C(=O)/C=C/C2=CC=CC=C2.C=1C=CC(=CC1)/C=C/C(=O)/C=C/C2=CC=CC=C2.[Pd].[Pd] (Pd2(dba)3), C=1C=CC(=CC1)P(C=2C=CC=CC2)C3=CC=C4C=CC=CC4=C3C5=C6C=CC=CC6=CC=C5P(C=7C=CC=CC7)C=8C=CC=CC8 (BINAP). Product: C(C1=CC=CC=C1)N1CC2=NC(=C(N=C2CC1)N1CCC(CC1)C(=O)C1=C(C=CC(=C1)Cl)F)NC(C)C ((1-(6-benzyl-3-(isopropylamino)-5,6,7,8-tetrahydropyrido[3,4-b]pyrazin-2-yl)piperidin-4-yl)(5-chloro-2-fluorophenyl)methanone), C(=O)(C(F)(F)F)O (TFA). Yield: 199.8%. Reaction conditions: temperature 100 celsius. The reactants are CC(C)N (propan-2-amine), OC(=O)C(F)(F)F.C(C1=CC=CC=C1)N1CC2=NC(=C(N=C2CC1)N1CCC(CC1)C(=O)C1=C(C=CC(=C1)Cl)F)Cl ((1-(6-benzyl-3-chloro-5,6,7,8-tetrahydropyrido[3,4-b]pyrazin-2-yl)piperidin-4-yl)(5-chloro-2-fluorophenyl)methanone TFA salt), CC(C)([O-])C.[Na+] (sodium tert-butoxide). As a reaction SMILES: [CH3:1][CH:2]([NH2:4])[CH3:3].[OH:5][C:6]([C:8]([F:11])([F:10])[F:9])=[O:7].[CH2:12]([N:19]1[CH2:28][CH2:27][C:26]2[C:21](=[N:22][C:23](Cl)=[C:24]([N:29]3[CH2:34][CH2:33][CH:32]([C:35]([C:37]4[CH:42]=[C:41]([Cl:43])[CH:40]=[CH:39][C:38]=4[F:44])=[O:36])[CH2:31][CH2:30]3)[N:25]=2)[CH2:20]1)[C:13]1[CH:18]=[CH:17][CH:16]=[CH:15][CH:14]=1.CC(C)([O-])C.[Na+]>C1(C)C=CC=CC=1.C1C=CC(/C=C/C(/C=C/C2C=CC=CC=2)=O)=CC=1.C1C=CC(/C=C/C(/C=C/C2C=CC=CC=2)=O)=CC=1.C1C=CC(/C=C/C(/C=C/C2C=CC=CC=2)=O)=CC=1.[Pd].[Pd].C1C=CC(P(C2C(C3C(P(C4C=CC=CC=4)C4C=CC=CC=4)=CC=C4C=3C=CC=C4)=C3C(C=CC=C3)=CC=2)C2C=CC=CC=2)=CC=1>[CH2:12]([N:19]1[CH2:28][CH2:27][C:26]2[C:21](=[N:22][C:23]([NH:4][CH:2]([CH3:3])[CH3:1])=[C:24]([N:29]3[CH2:34][CH2:33][CH:32]([C:35]([C:37]4[CH:42]=[C:41]([Cl:43])[CH:40]=[CH:39][C:38]=4[F:44])=[O:36])[CH2:31][CH2:30]3)[N:25]=2)[CH2:20]1)[C:13]1[CH:14]=[CH:15][CH:16]=[CH:17][CH:18]=1.[C:6]([OH:7])([C:8]([F:11])([F:10])[F:9])=[O:5] |f:1.2,3.4,6.7.8.9.10|. Reported procedure: A mixture of propan-2-amine (31.5 μL, 0.366 mmol), (1-(6-benzyl-3-chloro-5,6,7,8-tetrahydropyrido[3,4-b]pyrazin-2-yl)piperidin-4-yl)(5-chloro-2-fluorophenyl)methanone TFA salt (112.4 mg, 0.183 mmol), sodium tert-butoxide (35.2 mg, 0.366 mmol), BINAP (17.1 mg, 0.027 mmol) and Pd2(dba)3 (8.4 mg, 9.16 μmol) in toluene (611 μL) was heated at 100° C. for 16 h. The mixture was purified by HPLC Method A to afford (1-(6-benzyl-3-(isopropylamino)-5,6,7,8-tetrahydropyrido[3,4-b]pyrazin-2-yl)piperidin-4-yl... Solvent: C1(=CC=CC=C1)C (toluene). The reactants are C[Mg]Br (methylmagnesium bromide), C(C)OCC (diethyl ether), CON(C(=O)C1=NC(=NC=C1)SC)C (N-methoxy-N-methyl-2-(methylthio)pyrimidine-4-carboxamide). Solvent: C1CCOC1 (THF). Conditions: temperature 0 celsius, time 30 minute. Yields the product CSC1=NC=CC(=N1)C(C)=O (1-[2-(methylthio)pyrimidin-4-yl]ethanone). Reaction SMILES: C[Mg]Br.C([O:6][CH2:7][CH3:8])C.CON(C)C([C:14]1[CH:19]=[CH:18][N:17]=[C:16]([S:20][CH3:21])[N:15]=1)=O>C1COCC1>[CH3:21][S:20][C:16]1[N:17]=[C:18]([C:7](=[O:6])[CH3:8])[CH:19]=[CH:14][N:15]=1. Reported procedure: A solution of methylmagnesium bromide in diethyl ether (3.0 M, 6.10 mL, 18.3 mmol, 3.0 equiv) was added to a solution of N-methoxy-N-methyl-2-(methylthio)pyrimidine-4-carboxamide (1-2, 1.30 g, 6.10 mmol, 1 equiv) in THF at −78° C. The reaction mixture was warmed to 0° C., stirred for 30 minutes, then partitioned between brine and ethyl acetate (2×75 mL). The combined organic layers were dried over sodium sulfate and concentrated to give 1-[2-(methylthio)pyrimidin-4-yl]ethanone (1-3) as a colorle... The reactants are Cc1cc(C#N)cc2nc(-c3ccc(NCCOC4CCN(C(=O)OC(C)(C)C)CC4)cc3)oc12, CC(C)(C)N=C=O. The product is Cc1cc(C#N)cc2nc(-c3ccc(NCCOC4CCN(C(=O)NC(C)(C)C)CC4)cc3)oc12. RXN SMILES: [C:1](#[N:2])[c:3]1[cH:4][c:5]([CH3:35])[c:6]2[c:7]([n:8][c:9](-[c:11]3[cH:12][cH:13][c:14]([NH:17][CH2:18][CH2:19][O:20][CH:21]4[CH2:22][CH2:23][N:24]([C:27]([O:29][C:28]([CH3:30])([CH3:31])[CH3:32])=[O:33])[CH2:25][CH2:26]4)[cH:15][cH:16]3)[o:10]2)[cH:34]1.[C:36]([CH3:37])([CH3:38])([CH3:39])[N:40]=[C:41]=[O:42]>>[C:1](#[N:2])[c:3]1[cH:4][c:5]([CH3:35])[c:6]2[c:7]([n:8][c:9](-[c:11]3[cH:12][cH:13][c:14]([NH:17][CH2:18][CH2:19][O:20][CH:21]4[CH2:22][CH2:23][N:24]([C:27](=[O:29])[NH:40][C:36]([CH3:37])([CH3:38])[CH3:39])[CH2:25][CH2:26]4)[cH:15][cH:16]3)[o:10]2)[cH:34]1.